From a dataset of the Open Reaction Database (ORD), a public repository of structured organic reaction records. describe an organic reaction: reactants, conditions, products, and yield Reactants: [C-]#[C-], CS(C)=O, CCOC(CCCCCCCCCCl)OCC, [I-], [Li+], [Li+], N#N, NCCN, [Na+]. Yields the product C#CCCCCCCCCCC(OCC)OCC. RXN SMILES: [C-:1]#[C-:2].[CH3:30][S:31]([CH3:32])=[O:33].[Cl:11][CH2:12][CH2:13][CH2:14][CH2:15][CH2:16][CH2:17][CH2:18][CH2:19][CH2:20][CH:21]([O:22][CH2:23][CH3:24])[O:25][CH2:26][CH3:27].[I-:9].[Li+:3].[Li+:4].[N:28]#[N:29].[NH2:5][CH2:6][CH2:7][NH2:8].[Na+:10]>>[C:6](#[CH:7])[CH2:12][CH2:13][CH2:14][CH2:15][CH2:16][CH2:17][CH2:18][CH2:19][CH2:20][CH:21]([O:22][CH2:23][CH3:24])[O:25][CH2:26][CH3:27].